This data is from the Open Reaction Database (ORD), a public repository of structured organic reaction records. The task is: describe an organic reaction: reactants, conditions, products, and yield Starting materials: CN, CCO, ClCCl, COc1ccc2sc(-c3ccc(F)nc3)nc2c1, O. The product is CNc1ccc(-c2nc3cc(OC)ccc3s2)cn1. As a reaction SMILES: [CH3:19][NH2:20].[CH3:25][CH2:26][OH:27].[Cl:22][CH2:23][Cl:24].[F:1][c:2]1[cH:3][cH:4][c:5](-[c:8]2[s:9][c:10]3[c:11]([n:12]2)[cH:13][c:14]([O:17][CH3:18])[cH:15][cH:16]3)[cH:6][n:7]1.[OH2:21]>>[c:2]1([NH:20][CH3:19])[cH:3][cH:4][c:5](-[c:8]2[s:9][c:10]3[c:11]([n:12]2)[cH:13][c:14]([O:17][CH3:18])[cH:15][cH:16]3)[cH:6][n:7]1. Reactants: CC(C)(C)OC(=O)CBr, C1CCOC1, [Na+], [OH-], O, N#Cc1cccc(-c2nc(N3CCC(O)CC3)cc3cccnc23)c1. The product is CC(C)(C)OC(=O)COC1CCN(c2cc3cccnc3c(-c3cccc(C#N)c3)n2)CC1. RXN SMILES: [Br:28][CH2:29][C:30](=[O:31])[O:32][C:33]([CH3:34])([CH3:35])[CH3:36].[CH2:38]1[O:39][CH2:40][CH2:41][CH2:42]1.[Na+:27].[OH-:26].[OH2:37].[OH:1][CH:2]1[CH2:3][CH2:4][N:5]([c:8]2[cH:9][c:10]3[cH:11][cH:12][cH:13][n:14][c:15]3[c:16](-[c:18]3[cH:19][c:20]([C:21]#[N:22])[cH:23][cH:24][cH:25]3)[n:17]2)[CH2:6][CH2:7]1>>[O:1]([CH:2]1[CH2:3][CH2:4][N:5]([c:8]2[cH:9][c:10]3[cH:11][cH:12][cH:13][n:14][c:15]3[c:16](-[c:18]3[cH:19][c:20]([C:21]#[N:22])[cH:23][cH:24][cH:25]3)[n:17]2)[CH2:6][CH2:7]1)[CH2:29][C:30](=[O:31])[O:32][C:33]([CH3:34])([CH3:35])[CH3:36]. The reactants are ClCCCl, CCOC(=O)c1cc(CO)cc(C(=O)O)c1, CCCNCCC, CCN(C(C)C)C(C)C, CN(C)C=O. Product: CCCN(CCC)C(=O)c1cc(CO)cc(C(=O)OCC)c1. Reaction SMILES: [CH2:17]([Cl:18])[CH2:19][Cl:20].[CH2:1]([CH3:2])[O:3][C:4](=[O:5])[c:6]1[cH:7][c:8]([C:9](=[O:10])[OH:11])[cH:12][c:13]([CH2:15][OH:16])[cH:14]1.[CH2:30]([CH2:31][CH3:32])[NH:33][CH2:34][CH2:35][CH3:36].[CH:21]([N:22]([CH:23]([CH3:24])[CH3:25])[CH2:26][CH3:27])([CH3:28])[CH3:29].[O:37]=[CH:38][N:39]([CH3:40])[CH3:41]>>[CH2:1]([CH3:2])[O:3][C:4](=[O:5])[c:6]1[cH:7][c:8]([C:9](=[O:11])[N:33]([CH2:30][CH2:31][CH3:32])[CH2:34][CH2:35][CH3:36])[cH:12][c:13]([CH2:15][OH:16])[cH:14]1. The reactants are BrC1=CC=C(C=C1)/C=C/[C@@H]1[C@@H]([C@H]2[C@H](OC(O2)(C)C)O1)CCN1N=NC2=C(C1=O)C=CC=C2 (3-(2-{(3aS,5R,6S,6aS)-5-[(E)-2-(4-bromophenyl)vinyl]-2,2-dimethyltetrahydrofuro[2,3-d][1,3]dioxol-6-yl}ethyl)-1,2,3-benzotriazin-4(3H)-one), O1CCCC1 (tetrahydrofuran). Reaction conditions: time 4 hour. Procedure details: To the solution of the compound obtained from step j of Example 1 (0.3 g) in a solvent mixture of tetrahydrofuran:methanol (10 mL:10 mL) palladium/carbon (0.2 g, 10%) was added at room temperature, and the reaction mixture was hydrogenated at 35 psi for 4 hours in a Paar apparatus. The reaction mixture was filtered through a celite pad and the residue was washed with methanol. The filtrate was concentrated to afford the title compound (0.3 g). Reagents/catalysts: [Pd] (palladium/carbon). Reaction SMILES: Br[C:2]1[CH:7]=[CH:6][C:5](/[CH:8]=[CH:9]/[C@H:10]2[O:19][C@H:13]3[O:14][C:15]([CH3:18])([CH3:17])[O:16][C@H:12]3[C@H:11]2[CH2:20][CH2:21][N:22]2[C:27](=[O:28])[C:26]3[CH:29]=[CH:30][CH:31]=[CH:32][C:25]=3[N:24]=[N:23]2)=[CH:4][CH:3]=1.O1CCCC1>[Pd].CO>[CH3:17][C:15]1([CH3:18])[O:14][C@@H:13]2[O:19][C@H:10]([CH2:9][CH2:8][C:5]3[CH:4]=[CH:3][CH:2]=[CH:7][CH:6]=3)[C@H:11]([CH2:20][CH2:21][N:22]3[C:27](=[O:28])[C:26]4[CH:29]=[CH:30][CH:31]=[CH:32][C:25]=4[N:24]=[N:23]3)[C@@H:12]2[O:16]1. The yield is 118.2%. Run in CO (methanol). Yields the product CC1(O[C@@H]2[C@H](O1)O[C@@H]([C@@H]2CCN2N=NC1=C(C2=O)C=CC=C1)CCC1=CC=CC=C1)C (3-{2-[(3aS,5R,6S,6aS)-2,2-dimethyl-5-(2-phenylethyl)tetrahydrofuro[2,3-d][1,3]dioxol-6-yl]ethyl}-1,2,3-benzotriazin-4(3H)-one). Reactants: ClCC1=CC=C(C=C1)C1=NSC2=C1C=CC=C2 (3-(4-chloromethylphenyl)-1,2-benzisothiazole), [S] (sulfur), C1(=CC=CC=C1)C (toluene), C(CN)N (ethylenediamine). Conditions: time 15 hour. The product is N1C(NC=C1)C1=C(C=CC=C1)C1=NSC2=C1C=CC=C2 (3-(4-imidazolin-2-yl-phenyl)-1,2-benzisothiazole). The yield is 75.0%. RXN SMILES: ClC[C:3]1[CH:8]=[CH:7][C:6]([C:9]2[C:13]3[CH:14]=[CH:15][CH:16]=[CH:17][C:12]=3[S:11][N:10]=2)=[CH:5][CH:4]=1.[S].[CH2:19]([NH2:22])[CH2:20][NH2:21].[C:23]1(C)C=CC=CC=1>>[NH:21]1[CH:20]=[CH:19][NH:22][CH:23]1[C:5]1[CH:4]=[CH:3][CH:8]=[CH:7][C:6]=1[C:9]1[C:13]2[CH:14]=[CH:15][CH:16]=[CH:17][C:12]=2[S:11][N:10]=1 |^3:17|. Reported procedure: 26 g of 3-(4-chloromethylphenyl)-1,2-benzisothiazole, 6.4 g of sulfur and 300 ml of toluene are heated to 50° C. and 12 g of ethylenediamine are added slowly at this temperature. The reaction mixture is then stirred for 15 hours under reflux and is filtered hot, and the filtrate is cooled to 10°-15° C. 21 g of 3-(4-imidazolin-2-yl-phenyl)-1,2-benzisothiazole, melting at 177° C., are obtained. This corresponds to a yield of 75% of theory.